From a dataset of the Open Reaction Database (ORD), a public repository of structured organic reaction records. describe an organic reaction: reactants, conditions, products, and yield Run at temperature 22 celsius, time 16 hour. Reported procedure: 40 ml of thionyl chloride together with one drop of DMF are added to a solution of 5 g of 2-[2-amino-4-(1,3-dihydroisoindole-2-carbonyl)quinazolin-6-yl]benzenesulfonic acid. The mixture is stirred at 22° C. for 16 h, evaporated in vacuo, taken up in 500 ml of DCM and extracted twice with 300 ml of water each time. The organic phase is dried over magnesium sulfate, filtered off and evaporated to dryness in vacuo. The residue is employed in the following steps without further purification. Yield: ... The product is NC1=NC2=CC=C(C=C2C(=N1)C(=O)N1CC2=CC=CC=C2C1)C1=C(C=CC=C1)S(=O)(=O)Cl (2-[2-amino-4-(1,3-dihydroisoindole-2-carbonyl)quinazolin-6-yl]benzenesulfonyl chloride). Reagents/catalysts: CN(C)C=O (DMF). RXN SMILES: [NH2:1][C:2]1[N:11]=[C:10]([C:12]([N:14]2[CH2:22][C:21]3[C:16](=[CH:17][CH:18]=[CH:19][CH:20]=3)[CH2:15]2)=[O:13])[C:9]2[C:4](=[CH:5][CH:6]=[C:7]([C:23]3[CH:28]=[CH:27][CH:26]=[CH:25][C:24]=3[S:29]([OH:32])(=O)=[O:30])[CH:8]=2)[N:3]=1.S(Cl)([Cl:35])=O>CN(C=O)C>[NH2:1][C:2]1[N:11]=[C:10]([C:12]([N:14]2[CH2:22][C:21]3[C:16](=[CH:17][CH:18]=[CH:19][CH:20]=3)[CH2:15]2)=[O:13])[C:9]2[C:4](=[CH:5][CH:6]=[C:7]([C:23]3[CH:28]=[CH:27][CH:26]=[CH:25][C:24]=3[S:29]([Cl:35])(=[O:32])=[O:30])[CH:8]=2)[N:3]=1. Starting materials: NC1=NC2=CC=C(C=C2C(=N1)C(=O)N1CC2=CC=CC=C2C1)C1=C(C=CC=C1)S(=O)(=O)O (2-[2-amino-4-(1,3-dihydroisoindole-2-carbonyl)quinazolin-6-yl]benzenesulfonic acid), S(=O)(Cl)Cl (thionyl chloride).